Dataset: the Open Reaction Database (ORD), a public repository of structured organic reaction records. Task: describe an organic reaction: reactants, conditions, products, and yield The reactants are FC1=CC=C(C=C1)C(CCN1CCC(CC1)C=1C=C(C=CC1)NC(C(C)C)=O)O (N-(3-{1-[3-(4-fluorophenyl)-3-hydroxypropyl]-4-piperidinyl}phenyl)-2-methylpropanamide), ClC=1C=C(C=CC1)O (3-chlorophenol). Product: ClC=1C=C(OC(CCN2CCC(CC2)C=2C=C(C=CC2)NC(C(C)C)=O)C2=CC=C(C=C2)F)C=CC1 (N-(3-{1-[3-(3-CHLOROPHENOXY)-3-(4-FLUOROPHENYL)PROPYL]-4-PIPERIDINYL}PHENYL)-2-METHYLPROPANAMIDE). As a reaction SMILES: [F:1][C:2]1[CH:7]=[CH:6][C:5]([CH:8]([OH:29])[CH2:9][CH2:10][N:11]2[CH2:16][CH2:15][CH:14]([C:17]3[CH:18]=[C:19]([NH:23][C:24](=[O:28])[CH:25]([CH3:27])[CH3:26])[CH:20]=[CH:21][CH:22]=3)[CH2:13][CH2:12]2)=[CH:4][CH:3]=1.[Cl:30][C:31]1[CH:32]=[C:33](O)[CH:34]=[CH:35][CH:36]=1>>[Cl:30][C:31]1[CH:36]=[C:35]([CH:34]=[CH:33][CH:32]=1)[O:29][CH:8]([C:5]1[CH:4]=[CH:3][C:2]([F:1])=[CH:7][CH:6]=1)[CH2:9][CH2:10][N:11]1[CH2:16][CH2:15][CH:14]([C:17]2[CH:18]=[C:19]([NH:23][C:24](=[O:28])[CH:25]([CH3:26])[CH3:27])[CH:20]=[CH:21][CH:22]=2)[CH2:13][CH2:12]1. Procedure details: Prepared by Procedure A and Scheme AN using N-(3-{1-[3-(4-fluorophenyl)-3-hydroxypropyl]-4-piperidinyl}phenyl)-2-methylpropanamide and 3-chlorophenol: ESMS m/e: 509.1 (M+H)+. Procedure: A solution of 2,2,2-trichloro-1-{10-[(2,2′-dimethyl-1,1′-biphenyl-4-yl)carbonyl]-10,11-dihydro-5H-pyrrolo[2,1-c][1,4]benzodiazepin-3-yl}ethanone of Example 6 (0.125 g; 0.275 mmol), and 3-aminobenzylamine (0.071 g; 0.577 mmol), in dimethylsulfoxide (5 mL) was stirred at 80° C. for 18 hours. The solution was diluted with water and extracted into dichloromethane. The extracts were dried over anhydrous sodium sulfate and evaporated to yield the title compound as an amorphous white solid (0.085 g; 57... Isolated yield 57.2%. The product is NC=1C=C(CNC(=O)C2=CC=C3CN(C4=C(CN32)C=CC=C4)C(=O)C4=CC(=C(C=C4)C4=C(C=CC=C4)C)C)C=CC1 (N-(3-AMINOBENZYL)-10-[(2,2′-DIMETHYL-1,1′-BIPHENYL-4-YL)CARBONYL]-10,11-DIHYDRO-5H-PYRROLO[2,1-C][1,4]BENZODIAZEPINE-3-CARBOXAMIDE). RXN SMILES: ClC(Cl)(Cl)[C:3]([C:5]1[N:14]2[C:8]([CH2:9][N:10]([C:19]([C:21]3[CH:26]=[CH:25][C:24]([C:27]4[CH:32]=[CH:31][CH:30]=[CH:29][C:28]=4[CH3:33])=[C:23]([CH3:34])[CH:22]=3)=[O:20])[C:11]3[CH:18]=[CH:17][CH:16]=[CH:15][C:12]=3[CH2:13]2)=[CH:7][CH:6]=1)=[O:4].[NH2:37][C:38]1[CH:39]=[C:40]([CH:43]=[CH:44][CH:45]=1)[CH2:41][NH2:42]>CS(C)=O.O>[NH2:37][C:38]1[CH:39]=[C:40]([CH:43]=[CH:44][CH:45]=1)[CH2:41][NH:42][C:3]([C:5]1[N:14]2[C:8]([CH2:9][N:10]([C:19]([C:21]3[CH:26]=[CH:25][C:24]([C:27]4[CH:32]=[CH:31][CH:30]=[CH:29][C:28]=4[CH3:33])=[C:23]([CH3:34])[CH:22]=3)=[O:20])[C:11]3[CH:18]=[CH:17][CH:16]=[CH:15][C:12]=3[CH2:13]2)=[CH:7][CH:6]=1)=[O:4]. Starting materials: ClC(C(=O)C1=CC=C2CN(C3=C(CN21)C=CC=C3)C(=O)C3=CC(=C(C=C3)C3=C(C=CC=C3)C)C)(Cl)Cl (2,2,2-Trichloro-1-{10-[(2,2′-dimethyl-1,1′-biphenyl-4-yl)carbonyl]-10,11-dihydro-5H-pyrrolo[2,1-c][1,4]benzodiazepin-3-yl}ethanone), NC=1C=C(CN)C=CC1 (3-aminobenzylamine). Run in CS(=O)C (dimethylsulfoxide), O (water). The reactants are [Al], C=CCCCCCCCC(C)C, CC(C)c1ccc(O)cc1. The product is CC(C)CCCCCCCCCc1cc(C(C)C)ccc1O. Reaction SMILES: [Al:1].[CH2:12]=[CH:13][CH2:14][CH2:15][CH2:16][CH2:17][CH2:18][CH2:19][CH2:20][CH:21]([CH3:22])[CH3:23].[CH:2]([CH3:3])([CH3:4])[c:5]1[cH:6][cH:7][c:8]([OH:11])[cH:9][cH:10]1>>[CH:2]([CH3:3])([CH3:4])[c:5]1[cH:6][c:7]([CH2:12][CH2:13][CH2:14][CH2:15][CH2:16][CH2:17][CH2:18][CH2:19][CH2:20][CH:21]([CH3:22])[CH3:23])[c:8]([OH:11])[cH:9][cH:10]1. Starting materials: ClC1=C(C=C(C(=C1)NC1CCN(CC1)C1CCOCC1)N)C(F)F (5-Chloro-4-(difluoromethyl)-N-[1-(tetrahydro-2H-pyran-4-yl)-4-piperidinyl]-1,2-benzenediamine), C(C)(C)N(C(C)C)CC (N,N-diisopropylethylamine), ClC(=O)OCC (ethyl chloroformate). Solvent: O1CCCC1 (tetrahydrofuran). Run at temperature 150 celsius. Product: Cl.ClC=1C(=CC2=C(N(C(N2)=O)C2CCN(CC2)C2CCOCC2)C1)C(F)F (6-Chloro-5-(difluoromethyl)-1-[1-(tetrahydro-2H-pyran-4-yl)-4-piperidinyl]-1,3-dihydro-2H-benzimidazol-2-one hydrochloride). Yield: 87.1%. RXN SMILES: [Cl:1][C:2]1[CH:7]=[C:6]([NH:8][CH:9]2[CH2:14][CH2:13][N:12]([CH:15]3[CH2:20][CH2:19][O:18][CH2:17][CH2:16]3)[CH2:11][CH2:10]2)[C:5]([NH2:21])=[CH:4][C:3]=1[CH:22]([F:24])[F:23].C(N(CC)C(C)C)(C)C.Cl[C:35](OCC)=[O:36]>O1CCCC1>[ClH:1].[Cl:1][C:2]1[C:3]([CH:22]([F:24])[F:23])=[CH:4][C:5]2[NH:21][C:35](=[O:36])[N:8]([CH:9]3[CH2:10][CH2:11][N:12]([CH:15]4[CH2:16][CH2:17][O:18][CH2:19][CH2:20]4)[CH2:13][CH2:14]3)[C:6]=2[CH:7]=1 |f:4.5|. Procedure: A stirred solution of 5-chloro-4-(difluoromethyl)-N-[1-(tetrahydro-2H-pyran-4-yl)-4-piperidinyl]-1,2-benzenediamine (D98, 180 mg, 0.50 mmol) in tetrahydrofuran (8 ml) at room temperature under argon was treated with N,N-diisopropylethylamine (0.18 ml, 1.0 mmol) followed by ethyl chloroformate (65 mg, 0.60 mmol) and maintained for 1 hr. The solution was concentrated under vacuum and the residue dissolved in dimethylformamide (5 ml) and heated at 150° C. under argon for 1.5 hrs. The solution was c...